From a dataset of the Open Reaction Database (ORD), a public repository of structured organic reaction records. describe an organic reaction: reactants, conditions, products, and yield Reactants: ClC1=CC(=C(C(=O)OC)C=C1)NC1=CC=C(C=C1)OC (methyl 4-chloro-2-(4-methoxyphenylamino)benzoate), ClC1=CC(=C(C(=O)O)C=C1)NC1=CC=C(C=C1)O (4-chloro-2-(4-hydroxyphenylamino)benzoic acid), S(=O)(=O)(OC)OC (dimethyl sulfate), Cl (hydrochloric acid), ClC1=CC(=C(C(=O)O)C=C1)NC1=CC=C(C=C1)OC (4-chloro-2-(4-methoxyphenylamino)benzoic acid), B(Br)(Br)Br (boron tribromide). Solvent: CO (methanol). Yields the product CC=1C(=C(C(=O)O)C=CC1Cl)NC1=CC=C(C=C1)O (Methyl 4-chloro-2-(4-hydroxyphenylamino)benzoic acid). As a reaction SMILES: [Cl:1][C:2]1[CH:10]=[CH:9][C:5]([C:6]([OH:8])=[O:7])=[C:4]([NH:11][C:12]2[CH:17]=[CH:16][C:15]([OH:18])=[CH:14][CH:13]=2)[CH:3]=1.Cl.Cl[C:21]1C=CC(C(O)=O)=C(NC2C=CC(OC)=CC=2)C=1.S(OC)(OC)(=O)=O.ClC1C=CC(C(OC)=O)=C(NC2C=CC(OC)=CC=2)C=1.B(Br)(Br)Br>CO>[CH3:21][C:3]1[C:4]([NH:11][C:12]2[CH:17]=[CH:16][C:15]([OH:18])=[CH:14][CH:13]=2)=[C:5]([CH:9]=[CH:10][C:2]=1[Cl:1])[C:6]([OH:8])=[O:7]. Reported procedure: [I; R=4-Cl, R' and R"=H, Alk=CH3, OH at 4-position] is obtainable by esterification of 4-chloro-2-(4-hydroxyphenylamino)benzoic acid with methanol and hydrochloric acid; or by esterification of 4-chloro-2-(4-methoxyphenylamino)benzoic acid with dimethyl sulfate, followed by de-etherification of the resulting methyl 4-chloro-2-(4-methoxyphenylamino)benzoate with boron tribromide.